The task is: describe an organic reaction: reactants, conditions, products, and yield. This data is from the Open Reaction Database (ORD), a public repository of structured organic reaction records. Reactants: O=S1(N(CCC1)C1=NC=C(C(=O)OCC)C=C1)=O (ethyl 6-(1,1-dioxo-1λ6-isothiazolidin-2-yl)nicotinate), ClC1=CC=C(C(=O)C2CCNCC2)C=C1 (4-(4-chlorobenzoyl)piperidine). Product: ClC1=CC=C(C(=O)C2CCN(CC2)C(=O)C=2C=NC(=CC2)N2S(CCC2)(=O)=O)C=C1 ([4-(4-chlorobenzoyl)piperidin-1-yl][6-(1,1-dioxo-1λ6-isothiazolidin-2-yl)pyridin-3-yl]methanone). The yield is 6.2%. As a reaction SMILES: [O:1]=[S:2]1(=[O:18])[CH2:6][CH2:5][CH2:4][N:3]1[C:7]1[CH:17]=[CH:16][C:10]([C:11]([O:13]CC)=O)=[CH:9][N:8]=1.[Cl:19][C:20]1[CH:33]=[CH:32][C:23]([C:24]([CH:26]2[CH2:31][CH2:30][NH:29][CH2:28][CH2:27]2)=[O:25])=[CH:22][CH:21]=1>>[Cl:19][C:20]1[CH:21]=[CH:22][C:23]([C:24]([CH:26]2[CH2:31][CH2:30][N:29]([C:11]([C:10]3[CH:9]=[N:8][C:7]([N:3]4[CH2:4][CH2:5][CH2:6][S:2]4(=[O:1])=[O:18])=[CH:17][CH:16]=3)=[O:13])[CH2:28][CH2:27]2)=[O:25])=[CH:32][CH:33]=1. Reported procedure: Using ethyl 6-(1,1-dioxo-1λ6-isothiazolidin-2-yl)nicotinate (363 mg) described in Preparation Example 25 and 4-(4-chlorobenzoyl)piperidine (300 mg) and by the reaction and treatment in the same manner as in Example 109, the title compound (37 mg) was obtained.